From a dataset of the Open Reaction Database (ORD), a public repository of structured organic reaction records. describe an organic reaction: reactants, conditions, products, and yield Reactants: Br, C1COCCO1, [Cu]Br, CSc1ccccc1-c1cc(N)ccc1F, O=N[O-], [Na+], O. Yields the product CSc1ccccc1-c1cc(Br)ccc1F. Reaction SMILES: [BrH:21].[CH2:22]1[O:23][CH2:24][CH2:25][O:26][CH2:27]1.[Cu:29][Br:30].[F:1][c:2]1[cH:3][cH:4][c:5]([NH2:16])[cH:6][c:7]1-[c:8]1[c:9]([S:14][CH3:15])[cH:10][cH:11][cH:12][cH:13]1.[N:17]([O-:18])=[O:19].[Na+:20].[OH2:28]>>[F:1][c:2]1[cH:3][cH:4][c:5]([Br:21])[cH:6][c:7]1-[c:8]1[c:9]([S:14][CH3:15])[cH:10][cH:11][cH:12][cH:13]1. The reactants are C(C)I (ethyl iodide), CC(=CC(=O)O)C (3,3-dimethylacrylic acid), [Li+].CC(C)[N-]C(C)C (LDA), Cl (HCl). The solvent is C1CCOC1 (THF), C1CCOC1 (THF), C1CCOC1.CCCCCC (THF hexane). Conditions: temperature -10 celsius, time 20 minute. Yields the product C(C)C(C(=O)O)C(=C)C (2-ethyl-3-methylbut-3-enoic acid). Yield: 120.2%. Reaction SMILES: [CH3:1][C:2]([CH3:7])=[CH:3][C:4]([OH:6])=[O:5].[Li+].[CH3:9][CH:10]([N-]C(C)C)C.C(I)C.Cl>C1COCC1.C1COCC1.CCCCCC>[CH2:9]([CH:3]([C:2]([CH3:7])=[CH2:1])[C:4]([OH:6])=[O:5])[CH3:10] |f:1.2,6.7|. Procedure details: A solution of 3,3-dimethylacrylic acid (2.00 g, 20 mmol) in THF (30 mL) was added dropwise to a solution of LDA (44 mmol) in THF/hexane (60 mL) at −78 ° C. After warming to −10 ° C. and stirring for 20 min, the reaction was recooled to −78 ° C. and a solution of ethyl iodide (6.86 g, 44 mmol)) in THF (30 mL) was added. The reaction was allowed to warm to room temperature overnight. To the resulting dark orange solution was added 1 M HCl until acidic. The organic layer was separated, washed with ... Run in CO (methanol). Run at temperature 25 celsius. As a reaction SMILES: [CH3:1][O-:2].[Na+].[NH2:4][C:5]1[N:10]=[C:9](F)[CH:8]=[C:7]([O:12][C:13]([F:16])([F:15])[F:14])[N:6]=1>CO>[NH2:4][C:5]1[N:10]=[C:9]([O:2][CH3:1])[CH:8]=[C:7]([O:12][C:13]([F:16])([F:15])[F:14])[N:6]=1 |f:0.1|. Product: NC1=NC(=CC(=N1)OC)OC(F)(F)F (2-Amino-4-methoxy-6-trifluoromethoxypyrimidine). Procedure details: 2.7 g (0.015 mol) of 30% strength sodium methylate were added to 2.95 g (0.015 mol) of 2-amino-4-fluoro-6-trifluoromethoxypyrimidine in 50 ml of methanol in the course of 15 minutes while stirring at from -5° to 0° C. After stirring for 1 hour at 0° C. and heating to 25° C., the reaction mixture was evaporated down under reduced pressure, stirred with water and extracted with methylene chloride. Drying and evaporating down under reduced pressure gave 3.1 g (98% of theory) of the title compound o... The reactants are C[O-].[Na+] (sodium methylate), NC1=NC(=CC(=N1)F)OC(F)(F)F (2-amino-4-fluoro-6-trifluoromethoxypyrimidine). Starting materials: C(C)NC(=O)NC1=CC=C(C=C1)C=1N=C(C2=C(N1)CNCC2)N2[C@H](COCC2)C ((S)-1-ethyl-3-(4-(4-(3-methylmorpholino)-5,6,7,8-tetrahydropyrido[3,4-d]pyrimidin-2-yl)phenyl)urea), COCCOCC(=O)Cl (2-(2-methoxyethoxy)acetyl chloride). The product is C(C)NC(=O)NC1=CC=C(C=C1)C=1N=C(C2=C(N1)CN(CC2)C(COCCOC)=O)N2[C@H](COCC2)C ((S)-1-ethyl-3-(4-(7-(2-(2-methoxyethoxy)acetyl)-4-(3-methylmorpholino)-5,6,7,8-tetrahydropyrido[3,4-d]pyrimidin-2-yl)phenyl)urea). Reaction SMILES: [CH2:1]([NH:3][C:4]([NH:6][C:7]1[CH:12]=[CH:11][C:10]([C:13]2[N:14]=[C:15]([N:23]3[CH2:28][CH2:27][O:26][CH2:25][C@@H:24]3[CH3:29])[C:16]3[CH2:22][CH2:21][NH:20][CH2:19][C:17]=3[N:18]=2)=[CH:9][CH:8]=1)=[O:5])[CH3:2].[CH3:30][O:31][CH2:32][CH2:33][O:34][CH2:35][C:36](Cl)=[O:37]>>[CH2:1]([NH:3][C:4]([NH:6][C:7]1[CH:8]=[CH:9][C:10]([C:13]2[N:14]=[C:15]([N:23]3[CH2:28][CH2:27][O:26][CH2:25][C@@H:24]3[CH3:29])[C:16]3[CH2:22][CH2:21][N:20]([C:36](=[O:37])[CH2:35][O:34][CH2:33][CH2:32][O:31][CH3:30])[CH2:19][C:17]=3[N:18]=2)=[CH:11][CH:12]=1)=[O:5])[CH3:2]. Reported procedure: Compound dz was prepared according to the procedure described in Example 5 by reacting (S)-1-ethyl-3-(4-(4-(3-methylmorpholino)-5,6,7,8-tetrahydropyrido[3,4-d]pyrimidin-2-yl)phenyl)urea with 2-(2-methoxyethoxy)acetyl chloride. LC-MS: m/z=+513 (M+H)+. Starting materials: C(C1=CC=CC=C1)N1CC=2C(CC1)=C(N(N2)C(C)C)OS(=O)(=O)C(F)(F)F (trifluoro-methanesulfonic acid 6-benzyl-2-isopropyl-4,5,6,7-tetrahydro-2H-pyrazolo[3,4-c]pyridin-3-yl ester), CC1=CC=C(C=C1)B(O)O (4-methylphenylboronic acid). Yields the product C(C1=CC=CC=C1)N1CC=2C(CC1)=C(N(N2)C(C)C)C2=CC=C(C=C2)C (6-Benzyl-2-isopropyl-3-p-tolyl-4,5,6,7-tetrahydro-2H-pyrazolo[3,4-c]pyridine). Isolated yield 26.1%. RXN SMILES: [CH2:1]([N:8]1[CH2:13][CH2:12][C:11]2=[C:14](OS(C(F)(F)F)(=O)=O)[N:15]([CH:17]([CH3:19])[CH3:18])[N:16]=[C:10]2[CH2:9]1)[C:2]1[CH:7]=[CH:6][CH:5]=[CH:4][CH:3]=1.[CH3:28][C:29]1[CH:34]=[CH:33][C:32](B(O)O)=[CH:31][CH:30]=1>>[CH2:1]([N:8]1[CH2:13][CH2:12][C:11]2=[C:14]([C:32]3[CH:33]=[CH:34][C:29]([CH3:28])=[CH:30][CH:31]=3)[N:15]([CH:17]([CH3:19])[CH3:18])[N:16]=[C:10]2[CH2:9]1)[C:2]1[CH:7]=[CH:6][CH:5]=[CH:4][CH:3]=1. Reported procedure: The title compound (67 mg) was prepared according to Example 287 using 300 mg of trifluoro-methanesulfonic acid 6-benzyl-2-isopropyl-4,5,6,7-tetrahydro-2H-pyrazolo[3,4-c]pyridin-3-yl ester and 141 mg of 4-methylphenylboronic acid. MS (ESI): exact mass calculated for C23H27N3, 345.22. found, m/z 346.5 [M+H]+. 1H NMR (500 MHz, CD3OD): 7.60-7.58 (m, 2H), 7.54-7.53 (m, 3H), 7.37-7.35 (m, 2H), 7.28-7.24 (m, 2H), 4.58-4.49 (m, 3H), 4.42-4.33 (m, 2H), 3.81-3.78 (m, 1H), 3.45-3.41 (m, 1H), 2.90-2.82 (m,...